This data is from the Open Reaction Database (ORD), a public repository of structured organic reaction records. The task is: describe an organic reaction: reactants, conditions, products, and yield Reactants: Nc1ccc(OC(F)(F)F)cc1, CC(CC#N)N1CCC(=O)CC1. Yields the product CC(CC#N)N1CCC(Nc2ccc(OC(F)(F)F)cc2)CC1. As a reaction SMILES: [F:13][C:14]([O:15][c:16]1[cH:17][cH:18][c:19]([NH2:20])[cH:21][cH:22]1)([F:23])[F:24].[O:1]=[C:2]1[CH2:3][CH2:4][N:5]([CH:8]([CH2:9][C:10]#[N:11])[CH3:12])[CH2:6][CH2:7]1>>[CH:2]1([NH:20][c:19]2[cH:18][cH:17][c:16]([O:15][C:14]([F:13])([F:23])[F:24])[cH:22][cH:21]2)[CH2:3][CH2:4][N:5]([CH:8]([CH2:9][C:10]#[N:11])[CH3:12])[CH2:6][CH2:7]1. The reactants are ClC=1C=NC(NC1)=S (5-Chloropyrimidine-2-thione), CC(C)([O-])C.[K+] (potassium tert-butoxide), ClCCCN1CCCCCCC1 (1-(3-chloropropyl)perhydroazocine). Solvent: CN(C)C=O (DMF). Run at temperature 80 celsius, time 2 hour. Yields the product N1(CCCCCCC1)CCCSC1=NC=C(C=N1)Cl (2-[3-(1-Perhydroazocinyl)propyl]thio-5-chloropyrimidine). Yield: 45.0%. Reaction SMILES: [Cl:1][C:2]1[CH:3]=[N:4][C:5](=[S:8])[NH:6][CH:7]=1.CC(C)([O-])C.[K+].Cl[CH2:16][CH2:17][CH2:18][N:19]1[CH2:26][CH2:25][CH2:24][CH2:23][CH2:22][CH2:21][CH2:20]1>CN(C=O)C>[N:19]1([CH2:18][CH2:17][CH2:16][S:8][C:5]2[N:6]=[CH:7][C:2]([Cl:1])=[CH:3][N:4]=2)[CH2:26][CH2:25][CH2:24][CH2:23][CH2:22][CH2:21][CH2:20]1 |f:1.2|. Procedure: 5-Chloropyrimidine-2-thione (2 mmol) and potassium tert-butoxide (2 mmol) was stirred together in DMF (20 ml) for 5 min at room temperature before 1-(3-chloropropyl)perhydroazocine (2 mmol) was added. The mixture was stirred for 2 days at room temperature and for 2 hours at 80° C. The solution was evaporated, the residue triturated with water, extracted with chloroform and the dried (MgSO4) chloroform solution evaporated. The oily product which remained (0.47 g) was the title compound; yield 45%... The reactants are C(C)(=O)OCC (ethyl acetate), C(#N)C1=CC2=C(SCC(N2)=O)S1 (6-cyano-2,3-dihydro-2-oxo-1H-thieno[2,3-b][1,4]thiazine), CC(C)([O-])C.[K+] (potassium tert-butoxide), ICCCC (1-iodobutane). Solvent: O (water), CN(C=O)C (N,N-dimethylformamide). Conditions: time 10 minute. Yields the product C(CCC)N1C2=C(SCC1=O)SC(=C2)C#N (1-n-butyl-6-cyano-2,3-dihydro-2-oxo-1H-thieno[2,3-b][1,4]thiazine). As a reaction SMILES: [C:1]([C:3]1[S:12][C:6]2[S:7][CH2:8][C:9](=[O:11])[NH:10][C:5]=2[CH:4]=1)#[N:2].CC(C)([O-])C.[K+].I[CH2:20][CH2:21][CH2:22][CH3:23].C(OCC)(=O)C>CN(C)C=O.O>[CH2:20]([N:10]1[C:9](=[O:11])[CH2:8][S:7][C:6]2[S:12][C:3]([C:1]#[N:2])=[CH:4][C:5]1=2)[CH2:21][CH2:22][CH3:23] |f:1.2|. Procedure: To a solution of 6-cyano-2,3-dihydro-2-oxo-1H-thieno[2,3-b][1,4]thiazine (13.6 g) in N,N-dimethylformamide (270 ml) was added potassium tert-butoxide (9.3 g) under ice cooling. After stirring for 10 minutes under ice cooling, to the reaction mixture was added 1-iodobutane (9.5 ml). After stirring for 8 hours at room temperature, the reaction mixture was poured into a mixture of ethyl acetate and water. The organic layer was successively washed with water and brine and dried over magnesium sulfat...